Dataset: the Open Reaction Database (ORD), a public repository of structured organic reaction records. Task: describe an organic reaction: reactants, conditions, products, and yield Starting materials: COC=1C=C(C=CC1OC)S(=O)(=O)C(C(=O)OC)CCCCC1=CC=CC=C1 (methyl 2-[(3,4-dimethoxyphenyl)sulfonyl]-6-phenylhexanoate), [OH-].[Na+] (sodium hydroxide), Cl (HCl). The solvent is C(C)O (ethanol). The product is COC=1C=C(C=CC1OC)S(=O)(=O)C(C(=O)O)CCCCC1=CC=CC=C1 (2-[(3,4-Dimethoxyphenyl)sulfonyl]-6-phenylhexanoic acid). RXN SMILES: [CH3:1][O:2][C:3]1[CH:4]=[C:5]([S:11]([CH:14]([CH2:19][CH2:20][CH2:21][CH2:22][C:23]2[CH:28]=[CH:27][CH:26]=[CH:25][CH:24]=2)[C:15]([O:17]C)=[O:16])(=[O:13])=[O:12])[CH:6]=[CH:7][C:8]=1[O:9][CH3:10].[OH-].[Na+].Cl>C(O)C>[CH3:1][O:2][C:3]1[CH:4]=[C:5]([S:11]([CH:14]([CH2:19][CH2:20][CH2:21][CH2:22][C:23]2[CH:24]=[CH:25][CH:26]=[CH:27][CH:28]=2)[C:15]([OH:17])=[O:16])(=[O:12])=[O:13])[CH:6]=[CH:7][C:8]=1[O:9][CH3:10] |f:1.2|. Reported procedure: A solution of methyl 2-[(3,4-dimethoxyphenyl)sulfonyl]-6-phenylhexanoate (1.3 g, 3.2 mmol) and 10% sodium hydroxide (15 mL) in ethanol (15 mL) is heated under reflux for 20 minutes. The solution is cooled and is added to aqueous HCl and is extracted with ether. The organic layer is washed with water and is dried over MgSO4. The solvent is removed in vacuo and the residue is dissolved in ethyl acetate and the solution is diluted with hexane to precipitate 2-[(3,4-dimethoxyphenyl)sulfonyl]-6-pheny...